This data is from the Open Reaction Database (ORD), a public repository of structured organic reaction records. The task is: describe an organic reaction: reactants, conditions, products, and yield Reactants: FC1=C(C=CC=C1S(=O)(=O)C)C=1CCN(CC1)C(=O)OC (Methyl 4-[2-fluoro-3-(methylsulfonyl)-phenyl]-3,6-dihydropyridine-1(2H)-carboxylate), ( 43 ), ( 50 ), Cl (hydrochloric acid), ( 54 ). Reagents/catalysts: [Pd] (palladium on carbon). Product: FC1=C(C=CC=C1S(=O)(=O)C)C1CCN(CC1)C(=O)OC (METHYL 4-[2-FLUORO-3-(METHYLSULFONYL)-PHENYL]PIPERIDINE-1-CARBOXYLATE). As a reaction SMILES: [F:1][C:2]1[C:7]([S:8]([CH3:11])(=[O:10])=[O:9])=[CH:6][CH:5]=[CH:4][C:3]=1[C:12]1[CH2:13][CH2:14][N:15]([C:18]([O:20][CH3:21])=[O:19])[CH2:16][CH:17]=1.Cl>[Pd]>[F:1][C:2]1[C:7]([S:8]([CH3:11])(=[O:10])=[O:9])=[CH:6][CH:5]=[CH:4][C:3]=1[CH:12]1[CH2:13][CH2:14][N:15]([C:18]([O:20][CH3:21])=[O:19])[CH2:16][CH2:17]1. Procedure: Preparation according to preparation 18: Methyl 4-[2-fluoro-3-(methylsulfonyl)-phenyl]-3,6-dihydropyridine-1(2H)-carboxylate (1.45 g, 4.6 mmol), palladium on carbon (0.2 g) and hydrochloric acid (0.5 ml, cone). Yield: 0.76 g. MS m/z (relative intensity, 70 eV) 315 (M+, 41), 256 (bp), 236 (54), 141 (43) 114 (50). Product: Cl.N1CC(CC1)OC=1C(=CC2=C3N(C(COC31)C)C=C(C2=O)C(=O)O)F (10-(3-Pyrrolidinyloxy)-9-fluoro-2,3-dihydro-3-methyl-7-oxo- 7H-pyrido[1,2,3-de][1,4]-benzoxazine-6-carboxylic acid hydrochloride). The solvent is C(C)(=O)O (acetic acid). Starting materials: C(C)(C)(C)OC(=O)N1CC(CC1)OC=1C(=CC2=C3N(C(COC31)C)C=C(C2=O)C(=O)OCC)F (Ethyl 10-(1-t-butoxycarbonyl-3-pyrrolidinyloxy)-9-fluoro-2,3-dihydro-3-methyl-7-oxo-7H-pyrido[1,2,3de][1,4]-benzoxazine-6-carboxylate), Cl (hydrochloric acid), ester. Procedure: Ethyl 10-(1-t-butoxycarbonyl-3-pyrrolidinyloxy)-9-fluoro-2,3-dihydro-3-methyl-7-oxo-7H-pyrido[1,2,3de][1,4]-benzoxazine-6-carboxylate (120 mg), 0.6 ml of concentrated hydrochloric acid and 2.6 ml of acetic acid were used. The ester was treated in a similar manner to Example 1-(2) and recrystallized from ethanol, whereby 50 mg of the title compound was obtained. RXN SMILES: C(OC([N:8]1[CH2:12][CH2:11][CH:10]([O:13][C:14]2[C:15]([F:34])=[CH:16][C:17]3[C:27](=[O:28])[C:26]([C:29]([O:31]CC)=[O:30])=[CH:25][N:19]4[CH:20]([CH3:24])[CH2:21][O:22][C:23]=2[C:18]=34)[CH2:9]1)=O)(C)(C)C.[ClH:35]>C(O)(=O)C>[ClH:35].[NH:8]1[CH2:12][CH2:11][CH:10]([O:13][C:14]2[C:15]([F:34])=[CH:16][C:17]3[C:27](=[O:28])[C:26]([C:29]([OH:31])=[O:30])=[CH:25][N:19]4[CH:20]([CH3:24])[CH2:21][O:22][C:23]=2[C:18]=34)[CH2:9]1 |f:3.4|. The reactants are CCc1cc2c(c(CC)c1O)CCC1(CCC1)O2, COC(Cl)Cl, [Cl-], [Cl-], [Cl-], [Cl-], ClCCl, [Ti+4]. The product is CCc1c(O)c(CC)c2c(c1C=O)OC1(CCC1)CC2. RXN SMILES: [CH2:1]([CH3:2])[c:3]1[c:4]2[c:9]([cH:10][c:11]([CH2:14][CH3:15])[c:12]1[OH:13])[O:8][C:7]1([CH2:6][CH2:5]2)[CH2:16][CH2:17][CH2:18]1.[CH3:19][O:20][CH:21]([Cl:22])[Cl:23].[Cl-:27].[Cl-:28].[Cl-:29].[Cl-:30].[Cl:24][CH2:25][Cl:26].[Ti+4:31]>>[CH2:1]([CH3:2])[c:3]1[c:4]2[c:9]([c:10]([CH:19]=[O:20])[c:11]([CH2:14][CH3:15])[c:12]1[OH:13])[O:8][C:7]1([CH2:6][CH2:5]2)[CH2:16][CH2:17][CH2:18]1. The product is COC1=C(C(=C2C(=N1)SC1=C2CCCC1)C1=CC=C(C=C1)C)CC(=O)OC (Methyl [2-methoxy-4-(p-tolyl)-5,6,7,8-tetrahydro[1]benzothieno[2,3-b]pyridin-3-yl]acetate). RXN SMILES: [CH3:1][O:2][C:3]1[N:8]=[C:7]2[S:9][C:10]3[CH2:15][CH2:14][CH2:13][CH2:12][C:11]=3[C:6]2=[C:5]([C:16]2[CH:21]=[CH:20][C:19]([CH3:22])=[CH:18][CH:17]=2)[C:4]=1[CH2:23][C:24]([OH:26])=[O:25].S(=O)(=O)(O)O.[CH3:32]O>>[CH3:1][O:2][C:3]1[N:8]=[C:7]2[S:9][C:10]3[CH2:15][CH2:14][CH2:13][CH2:12][C:11]=3[C:6]2=[C:5]([C:16]2[CH:17]=[CH:18][C:19]([CH3:22])=[CH:20][CH:21]=2)[C:4]=1[CH2:23][C:24]([O:26][CH3:32])=[O:25]. Reported procedure: The compound is prepared from the [2-methoxy-4-(p-tolyl)-5,6,7,8-tetrahydro[1]benzothieno[2,3-b]pyridin-3-yl]acetic acid following standard esterification procedures known to the skilled in the art. As an example, the transformation is achieved using a catalytic amount of sulphuric acid in methanol. Starting materials: COC1=C(C(=C2C(=N1)SC1=C2CCCC1)C1=CC=C(C=C1)C)CC(=O)O ([2-methoxy-4-(p-tolyl)-5,6,7,8-tetrahydro[1]benzothieno[2,3-b]pyridin-3-yl]acetic acid), S(O)(O)(=O)=O (sulphuric acid), CO (methanol). Reactants: COC=1C(=CSC1)C=O (4-methoxy-3-thiophenaldehyde), N(=[N+]=[N-])CC(=O)OCC (ethyl azidoacetate), [Na] (Sodium). Solvent: C(C)O (ethanol), CCOCC (ether), O (water), C(C)O (ethanol). Conditions: temperature -15 celsius. The product is C(C)OC(C(=CC1=CSC=C1OC)N=[N+]=[N-])=O (2-Azido-3-(4-methoxythiophen-3-yl)acrylic Acid Ethyl Ester). The yield is 55.1%. As a reaction SMILES: [Na].[CH3:2][O:3][C:4]1[C:5]([CH:9]=O)=[CH:6][S:7][CH:8]=1.[N:11]([CH2:14][C:15]([O:17][CH2:18][CH3:19])=[O:16])=[N+:12]=[N-:13]>C(O)C.CCOCC.O>[CH2:18]([O:17][C:15](=[O:16])[C:14]([N:11]=[N+:12]=[N-:13])=[CH:9][C:5]1[C:4]([O:3][CH3:2])=[CH:8][S:7][CH:6]=1)[CH3:19] |^1:0|. Reported procedure: Sodium (20.0 g, 0.870 mol) was dissolved in absolute ethanol (550 mL) and the resulting solution cooled to −15° C. A mixture of 4-methoxy-3-thiophenaldehyde (32.4 g, 0.228 mol) and ethyl azidoacetate (118 g, 0.914 mol) in absolute ethanol (30 mL) and ether (30 mL) was added slowly such that the temperature of the reaction mixture did not rise above −10° C. The mixture warmed to −40° C. over 40 min accompanied by vigorous gas evolution. After 3 h the mixture was diluted with water (1 L) and the r... Reactants: ClC1=CC=C(C=C1)OC(=O)N1CCCC2=CC(=CC=C12)O (6-Hydroxy-3,4-dihydro-2H-quinoline-1-carboxylic acid 4-chloro-phenyl ester), BrCCCCCBr (1,5-dibromopentane). The product is ClC1=CC=C(C=C1)OC(=O)N1CCCC2=CC(=CC=C12)OCCCCCBr (6-(5-Bromo-pentyloxy)-3,4-dihydro-2H-quinoline-1-carboxylic acid 4-chloro-phenyl ester). As a reaction SMILES: [Cl:1][C:2]1[CH:7]=[CH:6][C:5]([O:8][C:9]([N:11]2[C:20]3[C:15](=[CH:16][C:17]([OH:21])=[CH:18][CH:19]=3)[CH2:14][CH2:13][CH2:12]2)=[O:10])=[CH:4][CH:3]=1.[Br:22][CH2:23][CH2:24][CH2:25][CH2:26][CH2:27]Br>>[Cl:1][C:2]1[CH:7]=[CH:6][C:5]([O:8][C:9]([N:11]2[C:20]3[C:15](=[CH:16][C:17]([O:21][CH2:27][CH2:26][CH2:25][CH2:24][CH2:23][Br:22])=[CH:18][CH:19]=3)[CH2:14][CH2:13][CH2:12]2)=[O:10])=[CH:4][CH:3]=1. Procedure details: In analogy to example 1.4, 6-Hydroxy-3,4-dihydro-2H-quinoline-1-carboxylic acid 4-chloro-phenyl ester and 1,5-dibromopentane (80%) were converted to yield 6-(5-Bromo-pentyloxy)-3,4-dihydro-2H-quinoline-1-carboxylic acid 4-chloro-phenyl ester as colorless oil, MS: 451 (M, 1Br, 1Cl). Starting materials: CC(=O)OCC(C)n1ccc2c([N+](=O)[O-])c(Cl)ccc2c1=O, CCO, [Cl-], [Fe], [NH4+], O. The product is CC(=O)OCC(C)n1ccc2c(N)c(Cl)ccc2c1=O. RXN SMILES: [C:1]([CH3:2])(=[O:3])[O:4][CH2:5][CH:6]([CH3:7])[n:8]1[c:9](=[O:22])[c:10]2[cH:11][cH:12][c:13]([Cl:21])[c:14]([N+:18]([O-:19])=[O:20])[c:15]2[cH:16][cH:17]1.[CH3:23][CH2:24][OH:25].[Cl-:26].[Fe:29].[NH4+:27].[OH2:28]>>[C:1]([CH3:2])(=[O:3])[O:4][CH2:5][CH:6]([CH3:7])[n:8]1[c:9](=[O:22])[c:10]2[cH:11][cH:12][c:13]([Cl:21])[c:14]([NH2:18])[c:15]2[cH:16][cH:17]1. Reactants: O (water), C(C)(C)(C)OC(=O)N1[C@@H](CCC1)C1CO1 ((S)-1-(tert-Butoxycarbonyl)-2-(1,2-epoxyethyl)pyrrolidine), COC1=CC=C(C=C1)O (p-methoxyphenol), C[O-].[Na+] (sodium methoxide). The solvent is CO (methanol). The product is C(C)(C)(C)OC(=O)N1[C@@H](CCC1)C(COC1=CC=C(C=C1)OC)O ((S)-1-(tert-Butoxycarbonyl)-2-[1-hydroxy-2-(p-methoxyphenoxy)ethyl]pyrrolidine). Yield: 51.8%. RXN SMILES: [C:1]([O:5][C:6]([N:8]1[CH2:12][CH2:11][CH2:10][C@H:9]1[CH:13]1[O:15][CH2:14]1)=[O:7])([CH3:4])([CH3:3])[CH3:2].[CH3:16][O:17][C:18]1[CH:23]=[CH:22][C:21]([OH:24])=[CH:20][CH:19]=1.C[O-].[Na+].O>CO>[C:1]([O:5][C:6]([N:8]1[CH2:12][CH2:11][CH2:10][C@H:9]1[CH:13]([OH:15])[CH2:14][O:24][C:21]1[CH:22]=[CH:23][C:18]([O:17][CH3:16])=[CH:19][CH:20]=1)=[O:7])([CH3:2])([CH3:3])[CH3:4] |f:2.3|. Reported procedure: (S)-1-(tert-Butoxycarbonyl)-2-(1,2-epoxyethyl)pyrrolidine (10.0 g) was added to a mixed solution of p-methoxyphenol (11.64 g) and a solution of sodium methoxide in methanol (1M, 47 ml), and the mixture was stirred at 75° C. for 14 hours under heating. The reaction mixture was poured into water and extracted with toluene. The extract was washed with 10% sodium hydroxide and water in order, dried over anhydrous sodium sulfate, and concentrated. The residue was purified by silica gel column chromat...